This data is from the Open Reaction Database (ORD), a public repository of structured organic reaction records. The task is: describe an organic reaction: reactants, conditions, products, and yield Reactants: CC(C)(O)CO, Cc1ccccc1, CCCc1c(Cc2ccc(-c3ccccc3C#N)cc2)c(=O)n(C2CCC(=O)CC2)c2ncnn12, O, Cc1ccc(S(=O)(=O)O)cc1. Yields the product CCCc1c(Cc2ccc(-c3ccccc3C#N)cc2)c(=O)n(C2CCC3(CC2)OCC(C)(C)O3)c2ncnn12. RXN SMILES: [CH3:36][C:37]([CH2:38][OH:39])([CH3:40])[OH:41].[CH3:54][c:55]1[cH:56][cH:57][cH:58][cH:59][cH:60]1.[O:1]=[c:2]1[n:3]([CH:29]2[CH2:30][CH2:31][C:32](=[O:35])[CH2:33][CH2:34]2)[c:4]2[n:5]([c:6]([CH2:23][CH2:24][CH3:25])[c:7]1[CH2:8][c:9]1[cH:10][cH:11][c:12](-[c:15]3[c:16]([C:21]#[N:22])[cH:17][cH:18][cH:19][cH:20]3)[cH:13][cH:14]1)[n:26][cH:27][n:28]2.[OH2:42].[c:43]1([CH3:44])[cH:45][cH:46][c:47]([S:48]([OH:49])(=[O:50])=[O:51])[cH:52][cH:53]1>>[O:1]=[c:2]1[n:3]([CH:29]2[CH2:30][CH2:31][C:32]3([CH2:33][CH2:34]2)[O:35][C:37]([CH3:36])([CH3:40])[CH2:38][O:39]3)[c:4]2[n:5]([c:6]([CH2:23][CH2:24][CH3:25])[c:7]1[CH2:8][c:9]1[cH:10][cH:11][c:12](-[c:15]3[c:16]([C:21]#[N:22])[cH:17][cH:18][cH:19][cH:20]3)[cH:13][cH:14]1)[n:26][cH:27][n:28]2.